Task: describe an organic reaction: reactants, conditions, products, and yield. Dataset: the Open Reaction Database (ORD), a public repository of structured organic reaction records Reactants: C(C1=CC=CC=C1)C=1C=CC(=NC1)C(=O)O (5-benzylpicolinic acid), C(C)N (ethylamine), C(Cl)(Cl)Cl (chloroform), C(OCC)(=O)Cl (ethyl chlorocarbonate). Solvent: O (water), C(C)N(CC)CC (triethylamine). Conditions: time 30 minute. The product is C(C)NC(C1=NC=C(C=C1)CC1=CC=CC=C1)=O (5-benzyl-picolinic acid N-ethylamide). RXN SMILES: [CH2:1]([C:8]1[CH:9]=[CH:10][C:11]([C:14]([OH:16])=O)=[N:12][CH:13]=1)[C:2]1[CH:7]=[CH:6][CH:5]=[CH:4][CH:3]=1.C(Cl)(Cl)Cl.C(Cl)(=O)OCC.[CH2:27]([NH2:29])[CH3:28]>O.C(N(CC)CC)C>[CH2:27]([NH:29][C:14](=[O:16])[C:11]1[CH:10]=[CH:9][C:8]([CH2:1][C:2]2[CH:3]=[CH:4][CH:5]=[CH:6][CH:7]=2)=[CH:13][N:12]=1)[CH3:28]. Procedure details: 2.1 Grams of 5-benzylpicolinic acid were dissolved in 20 ml. of chloroform. The resulting solution was then added with 1.2 g of triethylamine and 1.1 g of ethyl chlorocarbonate and thereafter with 33% ethylamine solution dropwise under ice-cooling and stirring. After 30 minutes 10 ml. of water were added thereto and the mixture was fractionated. The organic layer was washed with 10% aqueous ammonia. After drying, the solvent was distilled out. The residue was recrystallized from n-hexane to obta...